Dataset: the Open Reaction Database (ORD), a public repository of structured organic reaction records. Task: describe an organic reaction: reactants, conditions, products, and yield The reactants are CC[O-].[Na+] (NaOEt), Cl (HCl), C(CC(=O)[O-])(=O)OCC (ethyl malonate), COCCN1C(OC(C2=C1N=C(N=C2)C2=CC=CC=C2)=O)=O (1-(2-methoxyethyl)-7-phenyl-2H-pyrimido[4,5-d][1,3]oxazine-2,4(1H)-dione). Product: C(C)OC(=O)C1=C(C2=C(N=C(N=C2)C2=CC=CC=C2)N(C1=O)CCOC)O (7,8-dihydro-5-hydroxy-8-(2-methoxyethyl)-7-oxo-2-phenylpyrido[2,3-d]-pyrimidine-6-carboxylic acid ethyl ester). RXN SMILES: CC[O-].[Na+].[C:5]([O:11][CH2:12][CH3:13])(=[O:10])[CH2:6][C:7]([O-])=[O:8].[CH3:14][O:15][CH2:16][CH2:17][N:18]1[C:23]2[N:24]=[C:25]([C:28]3[CH:33]=[CH:32][CH:31]=[CH:30][CH:29]=3)[N:26]=[CH:27][C:22]=2[C:21](=O)[O:20]C1=O.Cl>>[CH2:12]([O:11][C:5]([C:6]1[C:7](=[O:8])[N:18]([CH2:17][CH2:16][O:15][CH3:14])[C:23]2[N:24]=[C:25]([C:28]3[CH:33]=[CH:32][CH:31]=[CH:30][CH:29]=3)[N:26]=[CH:27][C:22]=2[C:21]=1[OH:20])=[O:10])[CH3:13] |f:0.1|. Procedure: 50 ml. of NaOEt (0.5 g. Na -0.021 mole) was added to 3.4 g. (0.021 mole) of ethyl malonate and stirred 10 minutes, then evaporated to dryness. DMF was added until a solution was achieved and then 3.2 g. (0.011 mole) of 1-(2-methoxyethyl)-7-phenyl-2H-pyrimido[4,5-d][1,3]oxazine-2,4(1H)-dione was added and this mixture refluxed 2 hours. The chilled reaction was poured into dilute HCl and the ensuing precipitate filtered off and rinsed with water. Recrystallization from ethyl acetate gave 3.5 g. of... The reactants are CC1(c2cc(N)ccc2F)N=C(N)OCC1(F)F, O=C(O)C=Cc1ccco1. Yields the product CC1(c2cc(NC(=O)C=Cc3ccco3)ccc2F)N=C(N)OCC1(F)F. Reaction SMILES: [NH2:1][c:2]1[cH:3][cH:4][c:5]([F:18])[c:6]([C:8]2([CH3:17])[N:9]=[C:10]([NH2:16])[O:11][CH2:12][C:13]2([F:14])[F:15])[cH:7]1.[o:19]1[c:20]([CH:24]=[CH:25][C:26](=[O:27])[OH:28])[cH:21][cH:22][cH:23]1>>[NH:1]([c:2]1[cH:3][cH:4][c:5]([F:18])[c:6]([C:8]2([CH3:17])[N:9]=[C:10]([NH2:16])[O:11][CH2:12][C:13]2([F:14])[F:15])[cH:7]1)[C:26]([CH:25]=[CH:24][c:20]1[o:19][cH:23][cH:22][cH:21]1)=[O:27]. Starting materials: [H-].[Na+] (Sodium hydride), O\N=C(\C(=O)OC)/C1=CC(=CC=C1)OC1=CC=CC=C1 (methyl E-2-hydroxyimino-2-(3-phenoxylphenyl)acetate), ClCC1=CC=C(OCC=2N=C(OC2C)C2=CC=CC=C2)C=C1 (4-(4-chloromethylphenoxymethyl)-5-methyl-2-phenyloxazole), Cl (HCl), C([O-])(O)=O.[Na+] (sodium bicarbonate). The solvent is CN(C=O)C (N,N-dimethylformamide). Conditions: time 1 hour. Yields the product CC1=C(N=C(O1)C1=CC=CC=C1)COC1=CC=C(CO\N=C(\C(=O)O)/C2=CC(=CC=C2)OC2=CC=CC=C2)C=C1 (E-2-[4-(5-methyl-2-phenyl-4-oxazolylmethoxy)benzyloxyimino]-2-(3-phenoxyphenyl)acetic acid). Yield: 62.5%. Reaction SMILES: [H-].[Na+].[OH:3]/[N:4]=[C:5](\[C:10]1[CH:15]=[CH:14][CH:13]=[C:12]([O:16][C:17]2[CH:22]=[CH:21][CH:20]=[CH:19][CH:18]=2)[CH:11]=1)/[C:6]([O:8]C)=[O:7].Cl[CH2:24][C:25]1[CH:44]=[CH:43][C:28]([O:29][CH2:30][C:31]2[N:32]=[C:33]([C:37]3[CH:42]=[CH:41][CH:40]=[CH:39][CH:38]=3)[O:34][C:35]=2[CH3:36])=[CH:27][CH:26]=1.Cl.C(=O)(O)[O-].[Na+]>CN(C)C=O>[CH3:36][C:35]1[O:34][C:33]([C:37]2[CH:38]=[CH:39][CH:40]=[CH:41][CH:42]=2)=[N:32][C:31]=1[CH2:30][O:29][C:28]1[CH:27]=[CH:26][C:25]([CH2:24][O:3]/[N:4]=[C:5](\[C:10]2[CH:15]=[CH:14][CH:13]=[C:12]([O:16][C:17]3[CH:22]=[CH:21][CH:20]=[CH:19][CH:18]=3)[CH:11]=2)/[C:6]([OH:8])=[O:7])=[CH:44][CH:43]=1 |f:0.1,5.6|. Procedure: Sodium hydride (60% in oil, 107 mg) was added under a nitrogen atmosphere to a solution of methyl E-2-hydroxyimino-2-(3-phenoxylphenyl)acetate (605 mg) and 4-(4-chloromethylphenoxymethyl)-5-methyl-2-phenyloxazole (700 mg) in N,N-dimethylformamide (10 ml) at room temperature and the mixture was stirred for 1 hour. After adding 1N HCl (5 ml), aqueous sodium bicarbonate was added, and then the mixture was extracted with ethyl acetate. The ethyl acetate layer was washed with saturated aqueous sodium... The reactants are CCCCCCCC(=O)Cl, CC(C)NCC(=O)c1ccc(O)c(O)c1, Cl. Yields the product CCCCCCCC(=O)Oc1ccc(C(=O)CNC(C)C)cc1O. As a reaction SMILES: [C:17]([CH2:18][CH2:19][CH2:20][CH2:21][CH2:22][CH2:23][CH3:24])(=[O:25])[Cl:26].[CH:2]([CH3:3])([CH3:4])[NH:5][CH2:6][C:7](=[O:8])[c:9]1[cH:10][c:11]([OH:16])[c:12]([OH:15])[cH:13][cH:14]1.[ClH:1]>>[CH:2]([CH3:3])([CH3:4])[NH:5][CH2:6][C:7](=[O:8])[c:9]1[cH:10][c:11]([OH:16])[c:12]([O:15][C:17]([CH2:18][CH2:19][CH2:20][CH2:21][CH2:22][CH2:23][CH3:24])=[O:25])[cH:13][cH:14]1. The reactants are BrC=1C=CC(N(C1)C1=NC=C(C=C1)C)=O (5-bromo-5'-methyl-[1,2']bipyridinyl-2-one), CN(C)C=O (DMF). Reagents/catalysts: [Pd].C1(=CC=CC=C1)P(C1=CC=CC=C1)C1=CC=CC=C1.C1(=CC=CC=C1)P(C1=CC=CC=C1)C1=CC=CC=C1.C1(=CC=CC=C1)P(C1=CC=CC=C1)C1=CC=CC=C1.C1(=CC=CC=C1)P(C1=CC=CC=C1)C1=CC=CC=C1 (tetrakis (triphenylphosphine) palladium), [C-]#N.[Zn+2].[C-]#N (zinc cyanide). Conditions: temperature 95 celsius. Yields the product C(#N)C=1C=CC(N(C1)C1=NC=C(C=C1)C)=O (5-Cyano-5'-methyl-[1,2']bipyridinyl-2-one). Reaction SMILES: Br[C:2]1[CH:3]=[CH:4][C:5](=[O:15])[N:6]([C:8]2[CH:13]=[CH:12][C:11]([CH3:14])=[CH:10][N:9]=2)[CH:7]=1.[CH3:16][N:17](C=O)C>[C-]#N.[Zn+2].[C-]#N.[Pd].C1(P(C2C=CC=CC=2)C2C=CC=CC=2)C=CC=CC=1.C1(P(C2C=CC=CC=2)C2C=CC=CC=2)C=CC=CC=1.C1(P(C2C=CC=CC=2)C2C=CC=CC=2)C=CC=CC=1.C1(P(C2C=CC=CC=2)C2C=CC=CC=2)C=CC=CC=1>[C:16]([C:2]1[CH:3]=[CH:4][C:5](=[O:15])[N:6]([C:8]2[CH:13]=[CH:12][C:11]([CH3:14])=[CH:10][N:9]=2)[CH:7]=1)#[N:17] |f:2.3.4,5.6.7.8.9|. Reported procedure: To a suspension of 5-bromo-5'-methyl-[1,2']bipyridinyl-2-one (0.29 g, 1.09 mmol) and zinc cyanide (0.154 g, 1.30 mmol) in degassed DMF (3 ml) was added tetrakis (triphenylphosphine) palladium (151 mg, 0.13 mmol) and the reaction warmed to 95° C. for 4 hrs. The reaction was cooled and quenched with NH4OH (10 ml) and water (30 ml). The aqueous phase was extracted with CH2Cl2, dried (MgSO4), and evaporated in vacuo. The residue was chromatographed (silica gel, EtOAc: CH2Cl2 10:90 to 12:88 gradient ... Reactants: O1C(=CC2=C1C=CC=C2)B(O)O (2-Benzofuranboronic acid), BrC=1C=CC(=NC1)C(=O)N (5-bromopyridine-2-carboxamide), C(=O)([O-])[O-].[K+].[K+] (K2CO3). The reagents and catalysts are C1=CC=C(C=C1)P([C-]2C=CC=C2)C3=CC=CC=C3.C1=CC=C(C=C1)P([C-]2C=CC=C2)C3=CC=CC=C3.Cl[Pd]Cl.[Fe+2] (Pd(dppf)Cl2). Solvent: CN(C)C=O (DMF). Yields the product O1C(=CC2=C1C=CC=C2)C=2C=CC(=NC2)C(=O)N (5-(1-Benzofuran-2-yl)pyridine-2-carboxamide). The yield is 0.3%. As a reaction SMILES: [O:1]1[C:5]2[CH:6]=[CH:7][CH:8]=[CH:9][C:4]=2[CH:3]=[C:2]1B(O)O.Br[C:14]1[CH:15]=[CH:16][C:17]([C:20]([NH2:22])=[O:21])=[N:18][CH:19]=1.C([O-])([O-])=O.[K+].[K+]>CN(C=O)C.C1C=CC(P(C2C=CC=CC=2)[C-]2C=CC=C2)=CC=1.C1C=CC(P(C2C=CC=CC=2)[C-]2C=CC=C2)=CC=1.Cl[Pd]Cl.[Fe+2]>[O:1]1[C:5]2[CH:6]=[CH:7][CH:8]=[CH:9][C:4]=2[CH:3]=[C:2]1[C:14]1[CH:15]=[CH:16][C:17]([C:20]([NH2:22])=[O:21])=[N:18][CH:19]=1 |f:2.3.4,6.7.8.9|. Reported procedure: 2-Benzofuranboronic acid (3.1 mmol), 5-bromopyridine-2-carboxamide (3.7 mmol), 2M K2CO3 (aq., 6 mL) and Pd(dppf)Cl2 (0.31 mmol) were mixed and stirred at 80° C. in DMF for 2 h. The reaction mixture was filtered and washed with H2O and EtOAc. DMSO was added to the solid remains and filtered. The filtrate was collected and purified by reverse phase HPLC to afford the title compound as a white solid (2.5 mg). 1H NMR δ ppm 9.18 (d, 1 H) 8.46 (dd, 1 H) 8.13-8.19 (m, 2 H) 7.68-7.78 (m, 4 H) 7.43-7.30 ... The reactants are ClC=1C=CC2=C(N(C(N2)=O)CCCCl)C1 (6-chloro-1-(3-chloropropyl)-1,3-dihydro-2H-benzimidazol-2-one), N1CCC(CC1)N1C(NC2=C1C=CC=C2)=O (1,3-dihydro-1-(4-piperidinyl)-2H-benzimidazol-2-one), C([O-])([O-])=O.[Na+].[Na+] (sodium carbonate), [I-].[K+] (potassium iodide). The solvent is O (water), O (water), CC(CC(C)=O)C (4-methyl-2-pentanone). The product is ClC=1C=CC2=C(N(C(N2)=O)CCCN2CCC(CC2)N2C(NC3=C2C=CC=C3)=O)C1 (6-chloro-1,3-dihydro-1-{3-[4-(1,3-dihydro-2-oxo-2H-benzimidazol-1-yl)-1-piperidinyl]propyl}-2H-benzimidazol-2-one). RXN SMILES: [Cl:1][C:2]1[CH:3]=[CH:4][C:5]2[NH:9][C:8](=[O:10])[N:7]([CH2:11][CH2:12][CH2:13]Cl)[C:6]=2[CH:15]=1.[NH:16]1[CH2:21][CH2:20][CH:19]([N:22]2[C:26]3[CH:27]=[CH:28][CH:29]=[CH:30][C:25]=3[NH:24][C:23]2=[O:31])[CH2:18][CH2:17]1.C(=O)([O-])[O-].[Na+].[Na+].[I-].[K+]>O.CC(C)CC(=O)C>[Cl:1][C:2]1[CH:3]=[CH:4][C:5]2[NH:9][C:8](=[O:10])[N:7]([CH2:11][CH2:12][CH2:13][N:16]3[CH2:17][CH2:18][CH:19]([N:22]4[C:26]5[CH:27]=[CH:28][CH:29]=[CH:30][C:25]=5[NH:24][C:23]4=[O:31])[CH2:20][CH2:21]3)[C:6]=2[CH:15]=1 |f:2.3.4,5.6|. Procedure: A mixture of 5.6 parts of 6-chloro-1-(3-chloropropyl)-1,3-dihydro-2H-benzimidazol-2-one, 4.34 parts of 1,3-dihydro-1-(4-piperidinyl)-2H-benzimidazol-2-one, 6.4 parts of sodium carbonate, 0.2 parts of potassium iodide and 200 parts of 4-methyl-2-pentanone is stirred and refluxed overnight with water-separator. The reaction mixture is cooled and water is added. The undissolved product is filtered off and crystallized from a mixture of N,N-dimethylformamide and water. It is filtered off again, boil...